Dataset: the Open Reaction Database (ORD), a public repository of structured organic reaction records. Task: describe an organic reaction: reactants, conditions, products, and yield The reactants are CC(C)(C)OC(=O)NC1CNc2ccc(C#N)cc2C1, ClCCl, Cl, C1COCCO1. The product is N#Cc1ccc2c(c1)CC(N)CN2. RXN SMILES: [C:1]([O:2][C:3](=[O:4])[NH:7][CH:8]1[CH2:9][NH:10][c:11]2[cH:12][cH:13][c:14]([C:18]#[N:19])[cH:15][c:16]2[CH2:17]1)([CH3:5])([CH3:6])[CH3:20].[Cl:28][CH2:29][Cl:30].[ClH:21].[O:22]1[CH2:23][CH2:24][O:25][CH2:26][CH2:27]1>>[NH2:7][CH:8]1[CH2:9][NH:10][c:11]2[cH:12][cH:13][c:14]([C:18]#[N:19])[cH:15][c:16]2[CH2:17]1. Starting materials: NC1CCOCC1 (4-aminotetrahydropyran), FC1=CC=C(C=C1)N1N=NC(=C1COC=1N=CC(=NC1)C(=O)O)C (5-[3-(4-fluoro-phenyl)-5-methyl-3H-[1,2,3]triazol-4-ylmethoxy]-pyrazine-2-carboxylic acid), CN(C)C(=[N+](C)C)ON1C2=C(C=CC=C2)N=N1.[B-](F)(F)(F)F (TBTU), CCN(C(C)C)C(C)C (DIPEA). Solvent: CN(C)C=O (DMF). Reaction conditions: time 30 minute. The product is O1CCC(CC1)NC(=O)C1=NC=C(N=C1)OCC=1N(N=NC1C)C1=CC=C(C=C1)F (5-[3-(4-Fluoro-phenyl)-5-methyl-3H-[1,2,3]triazol-4-ylmethoxy]-pyrazine-2-carboxylic acid (tetrahydro-pyran-4-yl)-amide). Isolated yield 89.2%. As a reaction SMILES: [F:1][C:2]1[CH:7]=[CH:6][C:5]([N:8]2[C:12]([CH2:13][O:14][C:15]3[N:16]=[CH:17][C:18]([C:21]([OH:23])=O)=[N:19][CH:20]=3)=[C:11]([CH3:24])[N:10]=[N:9]2)=[CH:4][CH:3]=1.CN(C(ON1N=NC2C=CC=CC1=2)=[N+](C)C)C.[B-](F)(F)(F)F.CCN(C(C)C)C(C)C.[NH2:56][CH:57]1[CH2:62][CH2:61][O:60][CH2:59][CH2:58]1>CN(C=O)C>[O:60]1[CH2:61][CH2:62][CH:57]([NH:56][C:21]([C:18]2[CH:17]=[N:16][C:15]([O:14][CH2:13][C:12]3[N:8]([C:5]4[CH:4]=[CH:3][C:2]([F:1])=[CH:7][CH:6]=4)[N:9]=[N:10][C:11]=3[CH3:24])=[CH:20][N:19]=2)=[O:23])[CH2:58][CH2:59]1 |f:1.2|. Reported procedure: To a solution of 5-[3-(4-fluoro-phenyl)-5-methyl-3H-[1,2,3]triazol-4-ylmethoxy]-pyrazine-2-carboxylic acid (83 mg, 0.25 mmol) and TBTU (90 mg, 0.28 mmol) in DMF (3.0 mL) was added DIPEA (216 μL, 1.26 mmol). Then 4-aminotetrahydropyran (28 mg, 0.28 mmol) was added and the mixture was stirred at room temperature under Ar for 30 min. The mixture was then evaporated and purification by chromatography (silica, 50 to 100% ethyl acetate in heptane) afforded the title compound (92 mg, 89%) as a white so... Conditions: time 12 hour. Reported procedure: The mixture of 2-(8-iodooctyl)-4,5,6,7-tetramethoxyindan (830 mg), 4-chlorophenol (269 mg), and potassium carbonate (481 mg) in DMF (8 ml) was stirred at room temperature for 12 hr. The reaction mixture was diluted with water and extracted with ethyl acetate. The organic layer was washed with water and saturated aqueous sodium chloride and dried. The solvent was removed in vacuo. The residue was purified by alumina column chromatography (hexane to hexane:ethyl acetate=10:1) to yield the entitled... Starting materials: ICCCCCCCCC1CC2=C(C(=C(C(=C2C1)OC)OC)OC)OC (2-(8-iodooctyl)-4,5,6,7-tetramethoxyindan), ClC1=CC=C(C=C1)O (4-chlorophenol), C([O-])([O-])=O.[K+].[K+] (potassium carbonate). Run in CN(C)C=O (DMF), O (water). The yield is 93.4%. As a reaction SMILES: I[CH2:2][CH2:3][CH2:4][CH2:5][CH2:6][CH2:7][CH2:8][CH2:9][CH:10]1[CH2:18][C:17]2[C:12](=[C:13]([O:25][CH3:26])[C:14]([O:23][CH3:24])=[C:15]([O:21][CH3:22])[C:16]=2[O:19][CH3:20])[CH2:11]1.[Cl:27][C:28]1[CH:33]=[CH:32][C:31]([OH:34])=[CH:30][CH:29]=1.C(=O)([O-])[O-].[K+].[K+]>CN(C=O)C.O>[Cl:27][C:28]1[CH:33]=[CH:32][C:31]([O:34][CH2:2][CH2:3][CH2:4][CH2:5][CH2:6][CH2:7][CH2:8][CH2:9][CH:10]2[CH2:18][C:17]3[C:12](=[C:13]([O:25][CH3:26])[C:14]([O:23][CH3:24])=[C:15]([O:21][CH3:22])[C:16]=3[O:19][CH3:20])[CH2:11]2)=[CH:30][CH:29]=1 |f:2.3.4|. Product: ClC1=CC=C(OCCCCCCCCC2CC3=C(C(=C(C(=C3C2)OC)OC)OC)OC)C=C1 (2-[8-(4-Chlorophenoxy)octyl]-4,5,6,7-tetramethoxyindan). Starting materials: CN(N=CCCC1=C(C=CC=C1Cl)Cl)C (3-(2,6-dichlorophenyl)propionaldehyde N,N-dimethylhydrazone), C([O-])([O-])=O.[Cs+].[Cs+] (cesium carbonate). Conditions: time 8 hour. Yields the product ClC1=C2CC=CN(C2=CC=C1)N(C)C (5-Chloro-1-(dimethylamino)-4H-quinoline). Isolated yield 35.0%. RXN SMILES: [CH3:1][N:2]([CH3:15])[N:3]=[CH:4][CH2:5][CH2:6][C:7]1[C:12](Cl)=[CH:11][CH:10]=[CH:9][C:8]=1[Cl:14].C(=O)([O-])[O-].[Cs+].[Cs+]>>[Cl:14][C:8]1[CH:9]=[CH:10][CH:11]=[C:12]2[C:7]=1[CH2:6][CH:5]=[CH:4][N:3]2[N:2]([CH3:15])[CH3:1] |f:1.2.3|. Procedure details: 5-Chloro-1-(dimethylamino)-4H-quinoline was prepared in the same manner as in Example 1 except that 3-(2,6-dichlorophenyl)propionaldehyde N,N-dimethylhydrazone was used in place of 2-chlorophenylacetaldehyde N,N-dimethylhydrazone, cesium carbonate was used in place of t-butoxysodium, and the reaction was conducted at 120° C. for 8 hours. (Yield: 35%).